Dataset: the Open Reaction Database (ORD), a public repository of structured organic reaction records. Task: describe an organic reaction: reactants, conditions, products, and yield The reactants are CCCCCC (hexane), COC(CCS)=O (3-mercaptopropionic acid methyl ester), ClC1=NC2=CC=CC=C2C=C1C(=O)NCC=1SC=CC1 (2-chloro-N-(thiophen-2-ylmethyl)quinoline-3-carboxamide), CC(C)(C)[O-].[K+] (potassium tert-butylate). Run in CN(C)C=O (DMF). Run at temperature 50 celsius, time 10 minute. The product is COC(CCSC1=NC2=CC=CC=C2C=C1C(NCC=1SC=CC1)=O)=O (3-[[3-[oxo-(2-thienylmethylamino)methyl]-2-quinolyl]thio]propanoic acid methyl ester). Isolated yield 53.3%. As a reaction SMILES: [CH3:1][O:2][C:3](=[O:7])[CH2:4][CH2:5][SH:6].CC([O-])(C)C.[K+].Cl[C:15]1[C:24]([C:25]([NH:27][CH2:28][C:29]2[S:30][CH:31]=[CH:32][CH:33]=2)=[O:26])=[CH:23][C:22]2[C:17](=[CH:18][CH:19]=[CH:20][CH:21]=2)[N:16]=1.CCCCCC>CN(C=O)C>[CH3:1][O:2][C:3](=[O:7])[CH2:4][CH2:5][S:6][C:15]1[C:24]([C:25](=[O:26])[NH:27][CH2:28][C:29]2[S:30][CH:31]=[CH:32][CH:33]=2)=[CH:23][C:22]2[C:17](=[CH:18][CH:19]=[CH:20][CH:21]=2)[N:16]=1 |f:1.2|. Procedure: A solution of 361 mg (3.0 mmol) 3-mercaptopropionic acid methyl ester in DMF (18 ml) was cooled to 0° C. and mixed with 336.6 mg (3.0 mmol) potassium tert-butylate and stirred for 10 min. Then 908 mg (3.0 mmol) 2-chloro-N-(thiophen-2-ylmethyl)quinoline-3-carboxamide (precursor VVV01) were added and the reaction solution was then heated slowly to 50° C. and stirred for 16 h at this temperature. It was then diluted with EE and washed with a saturated aqueous NH4Cl solution. The aqueous phase was e... Reactants: NC1=NC=2C=C(C=NC2C2=C1N=C(N2CC2(CCCC2)O)COCC)Br (1-{[4-Amino-7-bromo-2-(ethoxymethyl)-1H-imidazo[4,5-c][1,5]naphthyridin-1-yl]methyl}cyclopentanol), FC1=CC=C(C=C1)B(O)O (4-fluorobenzeneboronic acid), C(CC)O.O (1-propanol water). Reagents/catalysts: C(C)(=O)[O-].[Pd+2].C(C)(=O)[O-] (palladium (II) acetate), C1(=CC=CC=C1)P(C1=CC=CC=C1)C1=CC=CC=C1 (triphenylphosphine). Run in C1(=CC=CC=C1)C (toluene), C([O-])([O-])=O.[Na+].[Na+] (sodium carbonate). Product: NC1=NC=2C=C(C=NC2C2=C1N=C(N2CC2(CCCC2)O)COCC)C2=CC=C(C=C2)F (1-{[4-amino-2-(ethoxymethyl)-7-(4-fluorophenyl)-1H-imidazo[4,5-c][1,5]naphthyridin-1-yl]methyl}cyclopentanol). The yield is 57.0%. As a reaction SMILES: [NH2:1][C:2]1[C:11]2[N:12]=[C:13]([CH2:22][O:23][CH2:24][CH3:25])[N:14]([CH2:15][C:16]3([OH:21])[CH2:20][CH2:19][CH2:18][CH2:17]3)[C:10]=2[C:9]2[N:8]=[CH:7][C:6](Br)=[CH:5][C:4]=2[N:3]=1.[F:27][C:28]1[CH:33]=[CH:32][C:31](B(O)O)=[CH:30][CH:29]=1.C(O)CC.O>C1(C)C=CC=CC=1.C(=O)([O-])[O-].[Na+].[Na+].C([O-])(=O)C.[Pd+2].C([O-])(=O)C.C1(P(C2C=CC=CC=2)C2C=CC=CC=2)C=CC=CC=1>[NH2:1][C:2]1[C:11]2[N:12]=[C:13]([CH2:22][O:23][CH2:24][CH3:25])[N:14]([CH2:15][C:16]3([OH:21])[CH2:20][CH2:19][CH2:18][CH2:17]3)[C:10]=2[C:9]2[N:8]=[CH:7][C:6]([C:31]3[CH:32]=[CH:33][C:28]([F:27])=[CH:29][CH:30]=3)=[CH:5][C:4]=2[N:3]=1 |f:2.3,5.6.7,8.9.10|. Reported procedure: 1-{[4-Amino-7-bromo-2-(ethoxymethyl)-1H-imidazo[4,5-c][1,5]naphthyridin-1-yl]methyl}cyclopentanol (1.13 g, 2.7 mmol), 4-fluorobenzeneboronic acid (0.43 g, 3.1 mmol), triphenylphosphine (6.3 mg, 0.024 mmol), and 5:1 (v/v) 1-propanol/water (6.6 mL) were combined under a nitrogen atmosphere. A 5 mg/mL solution of palladium (II) acetate (1.8 mg, 0.008 mmol) in toluene and aqueous sodium carbonate (1.8 mL of 2 M) were sequentially added. The reaction mixture was heated at reflux for two hours, allowe... The reactants are COC(=O)c1ccc(Br)cc1N, COCCOC, OB(O)c1ccccc1F, [Na+], [Na+], O=C([O-])[O-], c1ccc(P(c2ccccc2)(c2ccccc2)[Pd](P(c2ccccc2)(c2ccccc2)c2ccccc2)(P(c2ccccc2)(c2ccccc2)c2ccccc2)P(c2ccccc2)(c2ccccc2)c2ccccc2)cc1. Yields the product COC(=O)c1ccc(-c2ccccc2F)cc1N. Reaction SMILES: [CH3:1][O:2][C:3]([c:4]1[c:5]([NH2:11])[cH:6][c:7]([Br:10])[cH:8][cH:9]1)=[O:12].[CH3:29][O:30][CH2:31][CH2:32][O:33][CH3:34].[F:13][c:14]1[c:15]([B:20]([OH:21])[OH:22])[cH:16][cH:17][cH:18][cH:19]1.[Na+:23].[Na+:24].[O-:25][C:26](=[O:27])[O-:28].[cH:35]1[cH:36][cH:37][c:38]([P:39]([Pd:40]([P:41]([c:42]2[cH:43][cH:44][cH:45][cH:46][cH:47]2)([c:48]2[cH:49][cH:50][cH:51][cH:52][cH:53]2)[c:54]2[cH:55][cH:56][cH:57][cH:58][cH:59]2)([P:60]([c:61]2[cH:62][cH:63][cH:64][cH:65][cH:66]2)([c:67]2[cH:68][cH:69][cH:70][cH:71][cH:72]2)[c:73]2[cH:74][cH:75][cH:76][cH:77][cH:78]2)[P:79]([c:80]2[cH:81][cH:82][cH:83][cH:84][cH:85]2)([c:86]2[cH:87][cH:88][cH:89][cH:90][cH:91]2)[c:92]2[cH:93][cH:94][cH:95][cH:96][cH:97]2)([c:98]2[cH:99][cH:100][cH:101][cH:102][cH:103]2)[c:104]2[cH:105][cH:106][cH:107][cH:108][cH:109]2)[cH:110][cH:111]1>>[CH3:1][O:2][C:3]([c:4]1[c:5]([NH2:11])[cH:6][c:7](-[c:15]2[c:14]([F:13])[cH:19][cH:18][cH:17][cH:16]2)[cH:8][cH:9]1)=[O:12]. Reactants: C(C)C=1C(N(C(=NC1C(F)(F)F)C1=CC=CC=C1)CC#C)=O (5-ethyl-2-phenyl-3-propargyl-6-trifluoromethyl-4(3H)-pyrimidinone), C(=C)I (vinyl iodide). Reagents/catalysts: [Cu]I (copper (I) iodide), [Pd](Cl)Cl.C1(=CC=CC=C1)P(C1=CC=CC=C1)C1=CC=CC=C1.C1(=CC=CC=C1)P(C1=CC=CC=C1)C1=CC=CC=C1 (bis(triphenylphosphine) palladium (II) chloride). Run in C(C)N(CC)CC (triethylamine). Run at time 22 hour. The product is C(C)C=1C(N(C(=NC1C(F)(F)F)C1=CC=CC=C1)CC#CC=C)=O (5-ethyl-3-(pent-2-yn-4-en-1-yl)-2-phenyl-6-trifluoromethyl-4(3H)-pyrimidinone). Isolated yield 28.4%. Reaction SMILES: [CH2:1]([C:3]1[C:4](=[O:22])[N:5]([CH2:19][C:20]#[CH:21])[C:6]([C:13]2[CH:18]=[CH:17][CH:16]=[CH:15][CH:14]=2)=[N:7][C:8]=1[C:9]([F:12])([F:11])[F:10])[CH3:2].[CH:23](I)=[CH2:24]>C(N(CC)CC)C.[Cu]I.[Pd](Cl)Cl.C1(P(C2C=CC=CC=2)C2C=CC=CC=2)C=CC=CC=1.C1(P(C2C=CC=CC=2)C2C=CC=CC=2)C=CC=CC=1>[CH2:1]([C:3]1[C:4](=[O:22])[N:5]([CH2:19][C:20]#[C:21][CH:23]=[CH2:24])[C:6]([C:13]2[CH:18]=[CH:17][CH:16]=[CH:15][CH:14]=2)=[N:7][C:8]=1[C:9]([F:12])([F:11])[F:10])[CH3:2] |f:4.5.6|. Procedure details: To a deoxygenated solution of 1.01 g (3.28 mmol) of 5-ethyl-2-phenyl-3-propargyl-6-trifluoromethyl-4(3H)-pyrimidinone and 0.61 g (3.96 mmol) of vinyl iodide in 25 mL of triethylamine was added a mixture of 60 mg of copper (I) iodide and 60 mg of bis(triphenylphosphine) palladium (II) chloride. The mixture was stirred at room temperature for 22 h and rotovapped to remove the bulk of the triethylamine. The residue was taken up in 150 mL of ethyl acetate, washed with 75 mL of 5% aqueous hydrochlori... Reactants: C(C)N1N=CC=2C1=NC(=C(C2NC2CCOCC2)CNC(=O)C=2C=C(C=CC2)C(=O)NCC=2C=C(C=CC2)C2=CC(=CC=C2)CN2C[C@@H](N(CC2)C(=O)OC(C)(C)C)C)CC (1,1-dimethylethyl (2S)-4-[(3′-{[({3-[({[1,6-diethyl-4-(tetrahydro-2H-pyran-4-ylamino)-1H-pyrazolo[3,4-b]pyridin-5-yl]methyl}amino)carbonyl]phenyl}-carbonyl)amino]methyl}-3-biphenylyl)methyl]-2-methyl-1-piperazinecarboxylate), C(=O)(C(F)(F)F)O (TFA), TEA. Solvent: C(Cl)Cl (DCM). Conditions: time 8 hour. Yields the product C(C)N1N=CC=2C1=NC(=C(C2NC2CCOCC2)CNC(=O)C2=CC(=CC=C2)C(=O)NCC=2C=C(C=CC2)C2=CC(=CC=C2)CN2C[C@@H](NCC2)C)CC (N-{[1,6-Diethyl-4-(tetrahydro-2H-pyran-4-ylamino)-1H-pyrazolo[3,4-b]pyridin-5-yl]methyl}-N′-[(3′-{[(3S)-3-methyl-1-piperazinyl]methyl}-3-biphenylyl)methyl]-1,3-benzenedicarboxamide). Isolated yield 44.8%. As a reaction SMILES: [CH2:1]([N:3]1[C:7]2=[N:8][C:9]([CH2:60][CH3:61])=[C:10]([CH2:19][NH:20][C:21]([C:23]3[CH:24]=[C:25]([C:29]([NH:31][CH2:32][C:33]4[CH:34]=[C:35]([C:39]5[CH:44]=[CH:43][CH:42]=[C:41]([CH2:45][N:46]6[CH2:51][CH2:50][N:49](C(OC(C)(C)C)=O)[C@@H:48]([CH3:59])[CH2:47]6)[CH:40]=5)[CH:36]=[CH:37][CH:38]=4)=[O:30])[CH:26]=[CH:27][CH:28]=3)=[O:22])[C:11]([NH:12][CH:13]3[CH2:18][CH2:17][O:16][CH2:15][CH2:14]3)=[C:6]2[CH:5]=[N:4]1)[CH3:2].C(O)(C(F)(F)F)=O>C(Cl)Cl>[CH2:1]([N:3]1[C:7]2=[N:8][C:9]([CH2:60][CH3:61])=[C:10]([CH2:19][NH:20][C:21]([C:23]3[CH:28]=[CH:27][CH:26]=[C:25]([C:29]([NH:31][CH2:32][C:33]4[CH:34]=[C:35]([C:39]5[CH:44]=[CH:43][CH:42]=[C:41]([CH2:45][N:46]6[CH2:51][CH2:50][NH:49][C@@H:48]([CH3:59])[CH2:47]6)[CH:40]=5)[CH:36]=[CH:37][CH:38]=4)=[O:30])[CH:24]=3)=[O:22])[C:11]([NH:12][CH:13]3[CH2:14][CH2:15][O:16][CH2:17][CH2:18]3)=[C:6]2[CH:5]=[N:4]1)[CH3:2]. Reported procedure: A mixture of 1,1-dimethylethyl (2S)-4-[(3′-{[({3-[({[1,6-diethyl-4-(tetrahydro-2H-pyran-4-ylamino)-1H-pyrazolo[3,4-b]pyridin-5-yl]methyl}amino)carbonyl]phenyl}-carbonyl)amino]methyl}-3-biphenylyl)methyl]-2-methyl-1-piperazinecarboxylate (33 mg), TFA (0.2 mL) and DCM (1.0 mL) was stirred at room temperature overnight. Then TEA (0.4 mL) was added at −78° C. and the solution was then concentrated. Dilution with MeOH (0.5 mL) followed by separation via a Gilson HPLC (basic conditions) afforded the d...